From a dataset of the Open Reaction Database (ORD), a public repository of structured organic reaction records. describe an organic reaction: reactants, conditions, products, and yield The reactants are C1CCOC1, CN(CCO)C(=O)C(=O)Nc1c(C(=O)C(C)(C)C)oc2nc(-c3ccccc3Cl)c(-c3ccc(Cl)cc3)cc12, c1ccc(P(c2ccccc2)c2ccccc2)cc1. The product is CN1CCN(c2c(C(=O)C(C)(C)C)oc3nc(-c4ccccc4Cl)c(-c4ccc(Cl)cc4)cc23)C(=O)C1=O. Reaction SMILES: [CH2:59]1[O:60][CH2:61][CH2:62][CH2:63]1.[Cl:1][c:2]1[c:3](-[c:8]2[c:9](-[c:33]3[cH:34][cH:35][c:36]([Cl:39])[cH:37][cH:38]3)[cH:10][c:11]3[c:12]([n:13]2)[o:14][c:15]([C:27]([C:28]([CH3:29])([CH3:30])[CH3:31])=[O:32])[c:16]3[NH:17][C:18]([C:19](=[O:20])[N:21]([CH3:22])[CH2:23][CH2:24][OH:25])=[O:26])[cH:4][cH:5][cH:6][cH:7]1.[c:40]1([P:41]([c:42]2[cH:43][cH:44][cH:45][cH:46][cH:47]2)[c:48]2[cH:49][cH:50][cH:51][cH:52][cH:53]2)[cH:54][cH:55][cH:56][cH:57][cH:58]1>>[Cl:1][c:2]1[c:3](-[c:8]2[c:9](-[c:33]3[cH:34][cH:35][c:36]([Cl:39])[cH:37][cH:38]3)[cH:10][c:11]3[c:12]([n:13]2)[o:14][c:15]([C:27]([C:28]([CH3:29])([CH3:30])[CH3:31])=[O:32])[c:16]3[N:17]2[C:18](=[O:26])[C:19](=[O:20])[N:21]([CH3:22])[CH2:23][CH2:24]2)[cH:4][cH:5][cH:6][cH:7]1. Reactants: C[O-], CO, Cl, O=[N+]([O-])c1ccc(F)cc1O, [Na+]. The product is COc1ccc([N+](=O)[O-])c(O)c1. As a reaction SMILES: [CH3:12][O-:13].[CH3:16][OH:17].[ClH:15].[F:1][c:2]1[cH:3][cH:4][c:5]([N+:9](=[O:10])[O-:11])[c:6]([OH:8])[cH:7]1.[Na+:14]>>[c:2]1([O:13][CH3:12])[cH:3][cH:4][c:5]([N+:9](=[O:10])[O-:11])[c:6]([OH:8])[cH:7]1. Reactants: C(C)(C)(C)OC(=O)N1C(CCC1)COC1=CC=C(C=C1)OCC#C (2-(4-Prop-2-ynyloxy-phenoxymethyl)-pyrrolidine-1-carboxylic acid tert-butyl ester), IC1=CC=C(CO)C=C1 (p-iodobenzylalcohol), N1CCCC1 (pyrrolidine). Reagents/catalysts: Cl[Pd]Cl (PdCl2). Solvent: O (water). Yields the product C(C)(C)(C)OC(=O)N1C(CCC1)COC1=CC=C(C=C1)OCC#CC1=CC=C(C=C1)CO (2-{4-[3-(4-Hydroxymethyl-phenyl)-prop-2-ynyloxy]-phenoxymethyl}-pyrrolidine-1-carboxylic acid tert-butyl ester). The yield is 20.5%. RXN SMILES: [C:1]([O:5][C:6]([N:8]1[CH2:12][CH2:11][CH2:10][CH:9]1[CH2:13][O:14][C:15]1[CH:20]=[CH:19][C:18]([O:21][CH2:22][C:23]#[CH:24])=[CH:17][CH:16]=1)=[O:7])([CH3:4])([CH3:3])[CH3:2].I[C:26]1[CH:33]=[CH:32][C:29]([CH2:30][OH:31])=[CH:28][CH:27]=1.N1CCCC1>Cl[Pd]Cl.O>[C:1]([O:5][C:6]([N:8]1[CH2:12][CH2:11][CH2:10][CH:9]1[CH2:13][O:14][C:15]1[CH:20]=[CH:19][C:18]([O:21][CH2:22][C:23]#[C:24][C:26]2[CH:33]=[CH:32][C:29]([CH2:30][OH:31])=[CH:28][CH:27]=2)=[CH:17][CH:16]=1)=[O:7])([CH3:3])([CH3:2])[CH3:4]. Procedure: General procedure A was followed using the product from step 3 Example 1 (266 mg, 1.0546 mmol), p-iodobenzylalcohol (156.5 mg, 0.669 mmol), PdCl2 (2.5 mg, 0.014 mmol), pyrrolidine (0.277 mL, 3.34 mmol), water (0.844 mL) to give the title compound (60 mg, 20.5%). The reactants are C([O-])(O)=O.[Na+] (sodium bicarbonate), ClC=1C=C(N)C=CC1 (3-chloroaniline), ClCC(=O)OC (methyl chloroacetate), resultant suspension. Run in CCOCC (ether). Conditions: time 6 hour. Yields the product COC(CNC1=CC(=CC=C1)Cl)=O (N-(3-Chlorophenyl)glycine methyl ester). As a reaction SMILES: C(=O)(O)[O-].[Na+].[Cl:6][C:7]1[CH:8]=[C:9]([CH:11]=[CH:12][CH:13]=1)[NH2:10].Cl[CH2:15][C:16]([O:18][CH3:19])=[O:17]>CCOCC>[CH3:19][O:18][C:16](=[O:17])[CH2:15][NH:10][C:9]1[CH:11]=[CH:12][CH:13]=[C:7]([Cl:6])[CH:8]=1 |f:0.1|. Reported procedure: A mixture of sodium bicarbonate (66 g), 3-chloroaniline (50 g) and methyl chloroacetate (51.5 ml) were stirred under nitrogen at 80°-100° for 6 h. Heating at 90° was continued overnight, and the mixture was then cooled and poured into ether (400 ml). The resultant suspension was stirred, chilled to 0°, the precipitated solid was filtered off and the filtrate was retained. The solid was dissolved in ethyl acetate (400 ml) and washed with water (2×200 ml), followed by dilute hydrochloric acid (200... Reactants: N(=O)[O-].[Na+] (sodium nitrite), C(C)C=1C=C(C=CC1)CCC(CC(=O)OCC)=O (5-(3-Ethylphenyl)-3-oxopentanoic acid, ethyl ester). The solvent is O (water), C(C)(=O)O (acetic acid), O (Water). Conditions: time 18 hour. Product: C(C)C=1C=C(C=CC1)CCC(C(C(=O)OCC)=NO)=O (5-(3-Ethylphenyl)-2-hydroxyimino-3-oxo-pentanoic acid, ethyl ester). RXN SMILES: [N:1]([O-:3])=O.[Na+].[CH2:5]([C:7]1[CH:8]=[C:9]([CH2:13][CH2:14][C:15](=[O:22])[CH2:16][C:17]([O:19][CH2:20][CH3:21])=[O:18])[CH:10]=[CH:11][CH:12]=1)[CH3:6]>O.C(O)(=O)C>[CH2:5]([C:7]1[CH:8]=[C:9]([CH2:13][CH2:14][C:15](=[O:22])[C:16](=[N:1][OH:3])[C:17]([O:19][CH2:20][CH3:21])=[O:18])[CH:10]=[CH:11][CH:12]=1)[CH3:6] |f:0.1|. Procedure details: A solution of sodium nitrite (6.3 g) in water (10 ml) was added to a stirred solution of the product from step (iii) (20.6 g) in acetic acid (30 ml) at <30° C. The reaction mixture was stirred at room temperature for 18 hours. Water (150 ml) was added and the mixture was stirred for 2 hours and extracted with diethyl ether. The combined extracts were washed with water and saturated aqueous sodium bicarbonate solution. The organic phase was collected, dried (MgSO4) and solvent evaporated under re... Starting materials: OC1=CC=C(C=C1)CCCC(CC(=O)[O-])=O (2-(4-hydroxyphenyl)-ethylacetoacetate), N\C(=C/C(=O)OC)\C (methyl β-aminocrotonate), [N+](=O)([O-])C=1C=C(C=O)C=CC1 (3-nitrobenzaldehyde). The solvent is CO (methanol). Product: CC=1NC(=C(C(C1C(=O)OC)C1=CC(=CC=C1)[N+](=O)[O-])C(=O)OCCC1=CC=C(C=C1)O)C (2,6-dimethyl-3-methoxycarbonyl-4-(3-nitrophenyl)-5-[2-(4-hydroxyphenyl)ethoxycarbonyl]-1,4-dihydropyridine). Yield: 130.5%. Reaction SMILES: [OH:1][C:2]1[CH:7]=[CH:6][C:5]([CH2:8][CH2:9]CC(=O)CC([O-])=O)=[CH:4][CH:3]=1.[NH2:17]/[C:18](/[CH3:24])=[CH:19]\[C:20]([O:22][CH3:23])=[O:21].[N+:25]([C:28]1[CH:29]=[C:30]([CH:33]=[CH:34][CH:35]=1)[CH:31]=O)([O-:27])=[O:26]>CO>[CH3:24][C:18]1[NH:17][C:18]([CH3:24])=[C:19]([C:20]([O:22][CH2:9][CH2:8][C:5]2[CH:4]=[CH:3][C:2]([OH:1])=[CH:7][CH:6]=2)=[O:21])[CH:31]([C:30]2[CH:33]=[CH:34][CH:35]=[C:28]([N+:25]([O-:27])=[O:26])[CH:29]=2)[C:19]=1[C:20]([O:22][CH3:23])=[O:21]. Procedure details: A mixture of 4.3 g of 2-(4-hydroxyphenyl)-ethylacetoacetate (10), 2.3 g of methyl β-aminocrotonate, 2.9 g of 3-nitrobenzaldehyde and 70 ml of methanol was heated at reflux for 12 hours. The solvent was removed under reduced pressure and the residue purified by silica gel chromatography using 50:50 ethyl acetate-hexane to yield 5.9 g of 2,6-dimethyl-3-methoxycarbonyl-4-(3-nitrophenyl)-5-[2-(4-hydroxyphenyl)ethoxycarbonyl]-1,4-dihydropyridine (11), as an amorphous solid. Calculated for C24H24N2O7.... Starting materials: Br, CS(=O)(=O)Cl, ClCCl, COC(=O)c1csc(N)n1. Yields the product COC(=O)c1csc(NS(C)(=O)=O)n1. Reaction SMILES: [BrH:1].[CH3:12][S:13]([Cl:14])(=[O:15])=[O:16].[Cl:17][CH2:18][Cl:19].[NH2:2][c:3]1[s:4][cH:5][c:6]([C:8](=[O:9])[O:10][CH3:11])[n:7]1>>[NH:2]([c:3]1[s:4][cH:5][c:6]([C:8](=[O:9])[O:10][CH3:11])[n:7]1)[S:13]([CH3:12])(=[O:15])=[O:16].